The task is: describe an organic reaction: reactants, conditions, products, and yield. This data is from the Open Reaction Database (ORD), a public repository of structured organic reaction records. Starting materials: C(C)(C)(C)NS(=O)(=O)C1=CC(=CC=C1)C1=CC=C2C=NC(=NN21)O (N-tert-Butyl-3-(2-hydroxy-pyrrolo[2,1-f][1,2,4]triazin-7-yl)-benzenesulfonamide), C1=CC=C(C=C1)N(S(=O)(=O)C(F)(F)F)S(=O)(=O)C(F)(F)F (N-Phenylbis(trifluoromethanesulphonimide)), C(C)(C)N(C(C)C)CC (N,N-Diisopropylethylamine), COCC(C)O (1-Methoxy-2-propanol), NC1=CC(=C(C=C1)N1CCN(CC1)CC(=O)N)F (2-[4-(4-Amino-2-fluoro-phenyl)-piperazin-1-yl]-acetamide). Reaction conditions: time 18 hour. Product: C(C)(C)(C)NS(=O)(=O)C=1C=C(C=CC1)C1=CC=C2C=NC(=NN21)NC2=CC(=C(C=C2)N2CCN(CC2)CC(=O)N)F (2-(4-{4-[7-(3-tert-Butylsulfamoyl-phenyl)-pyrrolo[2,1-f][1,2,4]triazin-2-ylamino]-2-fluoro-phenyl}-piperazin-1-yl)-acetamide). Reaction SMILES: [C:1]([NH:5][S:6]([C:9]1[CH:14]=[CH:13][CH:12]=[C:11]([C:15]2[N:23]3[C:18]([CH:19]=[N:20][C:21](O)=[N:22]3)=[CH:17][CH:16]=2)[CH:10]=1)(=[O:8])=[O:7])([CH3:4])([CH3:3])[CH3:2].C1C=CC(N(S(C(F)(F)F)(=O)=O)S(C(F)(F)F)(=O)=O)=CC=1.C(N(CC)C(C)C)(C)C.COCC(O)C.[NH2:61][C:62]1[CH:67]=[CH:66][C:65]([N:68]2[CH2:73][CH2:72][N:71]([CH2:74][C:75]([NH2:77])=[O:76])[CH2:70][CH2:69]2)=[C:64]([F:78])[CH:63]=1>>[C:1]([NH:5][S:6]([C:9]1[CH:10]=[C:11]([C:15]2[N:23]3[C:18]([CH:19]=[N:20][C:21]([NH:61][C:62]4[CH:67]=[CH:66][C:65]([N:68]5[CH2:73][CH2:72][N:71]([CH2:74][C:75]([NH2:77])=[O:76])[CH2:70][CH2:69]5)=[C:64]([F:78])[CH:63]=4)=[N:22]3)=[CH:17][CH:16]=2)[CH:12]=[CH:13][CH:14]=1)(=[O:8])=[O:7])([CH3:4])([CH3:2])[CH3:3]. Procedure: N-tert-Butyl-3-(2-hydroxy-pyrrolo[2,1-f][1,2,4]triazin-7-yl)-benzenesulfonamide (0.092 g, 0.26 mmol), N-Phenylbis(trifluoromethanesulphonimide) (0.112 g, 0.314 mmol), N,N-Diisopropylethylamine (0.139 mL, 0.797 mmol) and 1-Methoxy-2-propanol (4.0 mL, 41 mmol) were combined in a tube and stirred at room temperature for 18 hours. 2-[4-(4-Amino-2-fluoro-phenyl)-piperazin-1-yl]-acetamide (0.087 g, 0.34 mmol) was added and the reaction was stirred at room temperature for 4 days to yield an orange soli... The reactants are O1CCOC12CCN(CC2)C2=NC=CC(=N2)C(=O)N (2-(1,4-dioxa-8-azaspiro[4.5]decan-8-yl]pyrimidine-4-carboxamide), Cl (hydrochloric acid). Solvent: C(C)(=O)O (acetic acid). Yields the product O=C1CCN(CC1)C1=NC=CC(=N1)C(=O)N (2-(4-Oxopiperidin-1-yl)pyrimidine-4-carboxamide). The yield is 87.9%. As a reaction SMILES: O1[C:5]2([CH2:10][CH2:9][N:8]([C:11]3[N:16]=[C:15]([C:17]([NH2:19])=[O:18])[CH:14]=[CH:13][N:12]=3)[CH2:7][CH2:6]2)[O:4]CC1.Cl>C(O)(=O)C>[O:4]=[C:5]1[CH2:10][CH2:9][N:8]([C:11]2[N:16]=[C:15]([C:17]([NH2:19])=[O:18])[CH:14]=[CH:13][N:12]=2)[CH2:7][CH2:6]1. Procedure details: A mixture of 4.1 g (0.0155 mol) of 2-(1,4-dioxa-8-azaspiro[4.5]decan-8-yl]pyrimidine-4-carboxamide, 41 ml of acetic acid and 4.1 ml of concentrated hydrochloric acid is heated at reflux temperature for 30 minutes. The mixture is concentrated under reduced pressure, the residue is then taken up in a mixture of dichloromethane and water, is alkalified with aqueous ammonia solution, extracted with dichloromethane, the organic phase is dried over magnesium sulphate, filtered and the solvent evaporat... The reactants are C(C)(=O)NC1=C(C=C(C=C1)SCC=C)[N+](=O)[O-] (1-acetamido-2-nitro-4-(prop-2-en-1-ylthio)-benzene), CO (methanol), [OH-].[Na+] (sodium hydroxide). Run in O (water). The product is NC1=C(C=C(C=C1)SCC=C)[N+](=O)[O-] (1-amino-2-nitro-4-(prop-2-en-1-ylthio)benzene). RXN SMILES: C([NH:4][C:5]1[CH:10]=[CH:9][C:8]([S:11][CH2:12][CH:13]=[CH2:14])=[CH:7][C:6]=1[N+:15]([O-:17])=[O:16])(=O)C.CO.[OH-].[Na+]>O>[NH2:4][C:5]1[CH:10]=[CH:9][C:8]([S:11][CH2:12][CH:13]=[CH2:14])=[CH:7][C:6]=1[N+:15]([O-:17])=[O:16] |f:2.3|. Procedure details: 2 G. of 1-acetamido-2-nitro-4-(prop-2-en-1-ylthio)-benzene is treated with 20 ml. methanol and 10 ml. 5N aqueous sodium hydroxide at 20°-25° C for one hour. The mixture is diluted with water and the crude product filtered off. Recrystallization from benzene yields 1-amino-2-nitro-4-(prop-2-en-1-ylthio)benzene. This latter compound in 200 ml. acetone is treated with 4 g. methoxy carbonyl isothiocyanate at room temperatue for several days (i.e., until no starting material is present). The mixture ... The reactants are CN1CCN(c2cc(N3CCc4ccc(Br)cc4C3)nc(N)n2)CC1, CC(C)(C)OC(=O)N1CCNC(=O)C1. Yields the product CN1CCN(c2cc(N3CCc4ccc(N5CCN(C(=O)OC(C)(C)C)CC5=O)cc4C3)nc(N)n2)CC1. RXN SMILES: [Br:1][c:2]1[cH:3][cH:4][c:5]2[c:10]([cH:11]1)[CH2:9][N:8]([c:12]1[n:13][c:14]([NH2:25])[n:15][c:16]([N:18]3[CH2:19][CH2:20][N:21]([CH3:24])[CH2:22][CH2:23]3)[cH:17]1)[CH2:7][CH2:6]2.[O:26]=[C:27]1[CH2:28][N:29]([C:33](=[O:34])[O:35][C:36]([CH3:37])([CH3:38])[CH3:39])[CH2:30][CH2:31][NH:32]1>>[c:2]1([N:32]2[C:27](=[O:26])[CH2:28][N:29]([C:33](=[O:34])[O:35][C:36]([CH3:37])([CH3:38])[CH3:39])[CH2:30][CH2:31]2)[cH:3][cH:4][c:5]2[c:10]([cH:11]1)[CH2:9][N:8]([c:12]1[n:13][c:14]([NH2:25])[n:15][c:16]([N:18]3[CH2:19][CH2:20][N:21]([CH3:24])[CH2:22][CH2:23]3)[cH:17]1)[CH2:7][CH2:6]2. Reactants: COC1=CC=2CC[C@H]3[C@@H]4C=C[C@H]([C@@]4(C)CC[C@@H]3C2C=C1)O (3-methoxy-1,3,5(10),15-estratetraen-17α-ol), C(C)(=O)OC(C)=O (acetic anhydride). Run in N1=CC=CC=C1 (pyridine). Yields the product C(C)(=O)O[C@H]1[C@]2(C)[C@@H](C=C1)[C@@H]1CCC=3C=C(C=CC3[C@H]1CC2)OC (17α-acetoxy-3-methoxy-1,3,5(10),15-estratetraene). Reaction SMILES: [CH3:1][O:2][C:3]1[CH:20]=[CH:19][C:18]2[C@@H:17]3[C@H:8]([C@H:9]4[C@@:13]([CH2:15][CH2:16]3)([CH3:14])[C@H:12]([OH:21])[CH:11]=[CH:10]4)[CH2:7][CH2:6][C:5]=2[CH:4]=1.[C:22](OC(=O)C)(=[O:24])[CH3:23]>N1C=CC=CC=1>[C:22]([O:21][C@@H:12]1[CH:11]=[CH:10][C@H:9]2[C@H:8]3[C@H:17]([CH2:16][CH2:15][C@:13]12[CH3:14])[C:18]1[CH:19]=[CH:20][C:3]([O:2][CH3:1])=[CH:4][C:5]=1[CH2:6][CH2:7]3)(=[O:24])[CH3:23]. Procedure: 200 mg. of 3-methoxy-1,3,5(10),15-estratetraen-17α-ol is agitated for 3 hours in 2.5 ml. of pyridine with 0.5 ml. of acetic anhydride. After the product has been worked up as described in Example 4 and purified by preparative layer chromatography (eluent: hexane/ethyl acetate = 7 : 3), 170 mg. of 17α-acetoxy-3-methoxy-1,3,5(10),15-estratetraene is isolated as an oily product. Starting materials: COc1ccc2c(c1)CCC2=O, ClCCl, [N-]=[N+]=[N-], [Na+], [Na+], [Na+], O=C([O-])O, [OH-]. Product: COc1ccc2c(c1)CCNC2=O. RXN SMILES: [CH3:1][O:2][c:3]1[cH:4][c:5]2[c:9]([cH:10][cH:11]1)[C:8](=[O:12])[CH2:7][CH2:6]2.[Cl:24][CH2:25][Cl:26].[N-:13]=[N+:14]=[N-:15].[Na+:16].[Na+:18].[Na+:23].[O-:19][C:20]([OH:21])=[O:22].[OH-:17]>>[CH3:1][O:2][c:3]1[cH:4][c:5]2[c:9]([cH:10][cH:11]1)[C:8](=[O:12])[NH:13][CH2:7][CH2:6]2. Starting materials: OB1OC(C2=C1C=C(C=C2C)O)CC(=O)OCC (ethyl 2-(1,6-dihydroxy-4-methyl-1,3-dihydrobenzo[c][1,2]oxaborol-3-yl)acetate), ClC1=CC(=NC=C1)[N+](=O)[O-] (4-chloro-2-nitropyridine), C([O-])([O-])=O.[Cs+].[Cs+] (cesium carbonate). Run in CN(C)C=O (DMF). Conditions: time 8 hour. Product: OB1OC(C2=C1C=C(C=C2C)OC2=CC(=NC=C2)[N+](=O)[O-])CC(=O)OCC (Ethyl 2-(1-hydroxy-4-methyl-6-(2-nitropyridin-4-yloxy)-1,3-dihydrobenzo[c][1,2]oxaborol-3-yl)acetate). As a reaction SMILES: [OH:1][B:2]1[C:6]2[CH:7]=[C:8]([OH:12])[CH:9]=[C:10]([CH3:11])[C:5]=2[CH:4]([CH2:13][C:14]([O:16][CH2:17][CH3:18])=[O:15])[O:3]1.Cl[C:20]1[CH:25]=[CH:24][N:23]=[C:22]([N+:26]([O-:28])=[O:27])[CH:21]=1.C(=O)([O-])[O-].[Cs+].[Cs+]>CN(C=O)C>[OH:1][B:2]1[C:6]2[CH:7]=[C:8]([O:12][C:20]3[CH:25]=[CH:24][N:23]=[C:22]([N+:26]([O-:28])=[O:27])[CH:21]=3)[CH:9]=[C:10]([CH3:11])[C:5]=2[CH:4]([CH2:13][C:14]([O:16][CH2:17][CH3:18])=[O:15])[O:3]1 |f:2.3.4|. Procedure details: To a mixture of ethyl 2-(1,6-dihydroxy-4-methyl-1,3-dihydrobenzo[c][1,2]oxaborol-3-yl)acetate (2 g, 8 mmol, 1 eq.) and 4-chloro-2-nitropyridine (2.53 g, 16 mmol, 2 eq.) in 50 ml of DMF was added cesium carbonate (7.8 g, 24 mmol, 3 eq.). The reaction was stirred at room temperature overnight. It was then quenched by water, extracted with EtOAc, washed with brine, dried over Na2SO4, and concentrated under reduced pressure. The crude was purified by column chromatography on silica gel (DCM/methanol...